Task: describe an organic reaction: reactants, conditions, products, and yield. Dataset: the Open Reaction Database (ORD), a public repository of structured organic reaction records Procedure details: Methyl 2-amino-4-bromobenzoate. To a stirred solution of 4-bromo-2-nitrobenzoic acid (3.81 g, 15 mmol) in DMF (30 mL) at 0° C. was added 1,8-diazabicycloundecane (DBU; 10.3 mL, 75 mmol) followed by Mel (4.67 mL, 75 mmol). The mixture was stirred for 15 min at 0° C., then was allowed to warm to rt and was stirred overnight. The mixture was poured into water and extracted with EtOAc (2×). The combined organic extracts were washed with water (2×), dried (MgSO4), and concentrated. The residue was pu... Yields the product BrC1=CC(=C(C(=O)OC)C=C1)[N+](=O)[O-] (methyl 4-bromo-2-nitrobenzoate). Starting materials: BrC1=CC(=C(C(=O)O)C=C1)[N+](=O)[O-] (4-bromo-2-nitrobenzoic acid), N1(CCCCCCNCCC1)C1CCCCCCCCCC1 (1,8-diazabicycloundecane), NC1=C(C(=O)OC)C=CC(=C1)Br (Methyl 2-amino-4-bromobenzoate), O (water). Conditions: temperature 0 celsius, time 15 minute. Isolated yield 90.0%. Run in CN(C)C=O (DMF). As a reaction SMILES: N[C:2]1C=C(Br)C=CC=1C(OC)=O.[Br:13][C:14]1[CH:22]=[CH:21][C:17]([C:18]([OH:20])=[O:19])=[C:16]([N+:23]([O-:25])=[O:24])[CH:15]=1.N1(C2CCCCCCCCCC2)CCCNCCCCCC1.O>CN(C=O)C>[Br:13][C:14]1[CH:22]=[CH:21][C:17]([C:18]([O:20][CH3:2])=[O:19])=[C:16]([N+:23]([O-:25])=[O:24])[CH:15]=1. Reactants: [BH4-], CO, [Na+], CN(C(Cc1ccc(OS(=O)(=O)c2cccc3cnccc23)cc1)CN1CCC(=O)CC1)S(=O)(=O)c1cccc2cnccc12. RXN SMILES: [BH4-:46].[CH3:48][OH:49].[Na+:47].[cH:1]1[n:2][cH:3][cH:4][c:5]2[c:6]([S:11](=[O:12])(=[O:13])[O:14][c:15]3[cH:16][cH:17][c:18]([CH2:19][CH:20]([CH2:21][N:22]4[CH2:23][CH2:24][C:25](=[O:28])[CH2:26][CH2:27]4)[N:29]([S:30](=[O:31])(=[O:32])[c:33]4[c:34]5[cH:35][cH:36][n:37][cH:38][c:39]5[cH:40][cH:41][cH:42]4)[CH3:43])[cH:44][cH:45]3)[cH:7][cH:8][cH:9][c:10]12>>[cH:1]1[n:2][cH:3][cH:4][c:5]2[c:6]([S:11](=[O:12])(=[O:13])[O:14][c:15]3[cH:16][cH:17][c:18]([CH2:19][CH:20]([CH2:21][N:22]4[CH2:23][CH2:24][CH:25]([OH:28])[CH2:26][CH2:27]4)[N:29]([S:30](=[O:31])(=[O:32])[c:33]4[c:34]5[cH:35][cH:36][n:37][cH:38][c:39]5[cH:40][cH:41][cH:42]4)[CH3:43])[cH:44][cH:45]3)[cH:7][cH:8][cH:9][c:10]12. Product: CN(C(Cc1ccc(OS(=O)(=O)c2cccc3cnccc23)cc1)CN1CCC(O)CC1)S(=O)(=O)c1cccc2cnccc12. The reactants are [Si](Cl)(Cl)(Cl)Cl (SiCl4), [N-]=[N+]=[N-].[Na+] (NaN3), BrC1=CC=C(C=C1)CC(=O)N (2-(4-bromophenyl) acetamide). Run in C(C)#N (acetonitrile). Reaction conditions: temperature 85 celsius. The product is BrC1=CC=C(CC=2N=NNN2)C=C1 (5-(4-Bromo-benzyl)-2H-tetrazole). Yield: 75.3%. As a reaction SMILES: [Si](Cl)(Cl)(Cl)Cl.[N-:6]=[N+:7]=[N-:8].[Na+].[Br:10][C:11]1[CH:16]=[CH:15][C:14]([CH2:17][C:18]([NH2:20])=O)=[CH:13][CH:12]=1>C(#N)C>[Br:10][C:11]1[CH:16]=[CH:15][C:14]([CH2:17][C:18]2[N:6]=[N:7][NH:8][N:20]=2)=[CH:13][CH:12]=1 |f:1.2|. Reported procedure: Stir a mixture of SiCl4 (1.7 g, 10 mmol, 2 eq.) and NaN3 (1.95 g, 30 mmol, 6 eq.) in 50 mL of acetonitrile for 2 hours. Add 1.07 g of 2-(4-bromophenyl) acetamide (5 mmol, 1 eq.) and heat to 85° C. for 5 hour. Cool to room temperature and filter off the solid wash the solid with EtOAc. Wash the ester layer with water, saturated aq. sodium chloride, dry over MgSO4 and evaporate the solvent to afford 900 mg title compound (80%). MS (m/e): 237.0. Starting materials: NN1CCc2ccc(Cl)cc21, Clc1ncnc2[nH]ccc12, c1ccncc1. The product is Clc1ccc2c(c1)N(c1ncnc3[nH]ccc13)CC2. Reaction SMILES: [Cl:11][c:12]1[cH:13][cH:14][c:15]2[c:19]([cH:20]1)[N:18]([NH2:21])[CH2:17][CH2:16]2.[Cl:1][c:2]1[c:3]2[c:4]([n:5][cH:6][n:7]1)[nH:8][cH:9][cH:10]2.[cH:22]1[cH:23][cH:24][n:25][cH:26][cH:27]1>>[c:2]1([N:18]2[CH2:17][CH2:16][c:15]3[cH:14][cH:13][c:12]([Cl:11])[cH:20][c:19]32)[c:3]2[c:4]([n:5][cH:6][n:7]1)[nH:8][cH:9][cH:10]2. Reactants: CN(C1=CC2=CN(N=C2C(=C1)C(C)OCC1(CCN(CC1)C(=O)OC(C)(C)C)C1=CC=C(C=C1)F)COCC[Si](C)(C)C)C ((±)-tert-Butyl 4-((1-(5-dimethylamino-2-((2-(trimethylsilyl)ethoxy)methyl)-2H-indazol-7-yl)ethoxy)methyl)-4-(4-fluorophenyl)piperidine-1-carboxylate). Procedure details: (±)-tert-Butyl 4-((1-(5-dimethylamino-2-((2-(trimethylsilyl)ethoxy)methyl)-2H-indazol-7-yl)ethoxy)methyl)-4-(4-fluorophenyl)piperidine-1-carboxylate (206 mg, 0.329 mmol) was dissolved in trifluoroacetic acid (50% in dichloromethane, 3.5 mL) and stirred at room temperature for 4 h. The reaction was concentrated and loaded onto a strong cation exchange cartridge in methanol. The cartridge was flushed with several volumes of methanol which were discarded. The product was eluted with 2 M ammonia in ... Yield: 95.1%. The solvent is FC(C(=O)O)(F)F (trifluoroacetic acid). As a reaction SMILES: [CH3:1][N:2]([CH3:44])[C:3]1[CH:11]=[C:10]([CH:12]([O:14][CH2:15][C:16]2([C:29]3[CH:34]=[CH:33][C:32]([F:35])=[CH:31][CH:30]=3)[CH2:21][CH2:20][N:19](C(OC(C)(C)C)=O)[CH2:18][CH2:17]2)[CH3:13])[C:9]2[C:5](=[CH:6][N:7](COCC[Si](C)(C)C)[N:8]=2)[CH:4]=1>FC(F)(F)C(O)=O>[F:35][C:32]1[CH:33]=[CH:34][C:29]([C:16]2([CH2:15][O:14][CH:12]([C:10]3[C:9]4[C:5](=[CH:6][NH:7][N:8]=4)[CH:4]=[C:3]([N:2]([CH3:1])[CH3:44])[CH:11]=3)[CH3:13])[CH2:21][CH2:20][NH:19][CH2:18][CH2:17]2)=[CH:30][CH:31]=1. Yields the product FC1=CC=C(C=C1)C1(CCNCC1)COC(C)C1=CC(=CC2=CNN=C12)N(C)C ((±)-7-(1-((4-(4-fluorophenyl)piperidin-4-yl)methoxy)ethyl)-N,N-dimethyl-2H-indazol-5-amine). Reaction conditions: time 4 hour. Starting materials: CC(O)C1C(=O)N(CC(=O)O)C1C(C)C(=S)c1ccc(Cl)cc1, CC(C)(C)C(=O)OCCl, Cc1ccccc1, CN(C)C=O, CCN(C(C)C)C(C)C, [I-], [Na+]. Product: CC(O)C1C(=O)N(CC(=O)OCOC(=O)C(C)(C)C)C1C(C)C(=S)c1ccc(Cl)cc1. Reaction SMILES: [C:1](=[O:2])([OH:3])[CH2:4][N:5]1[C:6](=[O:23])[CH:7]([CH:20]([CH3:21])[OH:22])[CH:8]1[CH:9]([CH3:10])[C:11](=[S:12])[c:13]1[cH:14][cH:15][c:16]([Cl:19])[cH:17][cH:18]1.[C:24]([C:25]([CH3:26])([CH3:27])[CH3:28])(=[O:29])[O:30][CH2:31][Cl:32].[CH3:44][c:45]1[cH:46][cH:47][cH:48][cH:49][cH:50]1.[CH3:51][N:52]([CH3:53])[CH:54]=[O:55].[CH:35]([N:36]([CH:37]([CH3:38])[CH3:39])[CH2:40][CH3:41])([CH3:42])[CH3:43].[I-:34].[Na+:33]>>[C:1](=[O:2])([O:3][CH2:31][O:30][C:24]([C:25]([CH3:26])([CH3:27])[CH3:28])=[O:29])[CH2:4][N:5]1[C:6](=[O:23])[CH:7]([CH:20]([CH3:21])[OH:22])[CH:8]1[CH:9]([CH3:10])[C:11](=[S:12])[c:13]1[cH:14][cH:15][c:16]([Cl:19])[cH:17][cH:18]1.